This data is from the Open Reaction Database (ORD), a public repository of structured organic reaction records. The task is: describe an organic reaction: reactants, conditions, products, and yield Starting materials: COc1ccc(N(Cc2cccc(C#N)n2)C2CCN(C(C)CCNC(=O)OC(C)(C)C)CC2)cc1, CCN=C=NCCCN(C)C, CCN(C(C)C)C(C)C, Cc1ccnc(Cl)c1C(=O)O, ClCCl, O=C(O)C(F)(F)F, CN(C)C=O, On1nnc2ccccc21. The product is COc1ccc(N(Cc2cccc(C#N)n2)C2CCN(C(C)CCNC(=O)c3c(C)ccnc3Cl)CC2)cc1. Reaction SMILES: [C:1]([O:2][C:6]([NH:7][CH2:8][CH2:9][CH:10]([CH3:11])[N:12]1[CH2:13][CH2:14][CH:15]([N:18]([c:19]2[cH:20][cH:21][c:22]([O:25][CH3:26])[cH:23][cH:24]2)[CH2:27][c:28]2[n:29][c:30]([C:34]#[N:35])[cH:31][cH:32][cH:33]2)[CH2:16][CH2:17]1)=[O:36])([CH3:3])([CH3:4])[CH3:5].[CH3:37][CH2:38][N:39]=[C:40]=[N:41][CH2:42][CH2:43][CH2:44][N:45]([CH3:46])[CH3:47].[CH:69]([N:70]([CH2:71][CH3:72])[CH:73]([CH3:74])[CH3:75])([CH3:76])[CH3:77].[Cl:58][c:59]1[c:60]([C:61]([OH:62])=[O:63])[c:64]([CH3:68])[cH:65][cH:66][n:67]1.[Cl:78][CH2:79][Cl:80].[F:81][C:82]([F:83])([F:84])[C:85]([OH:86])=[O:87].[O:88]=[CH:89][N:90]([CH3:91])[CH3:92].[OH:48][n:49]1[c:50]2[c:51]([cH:52][cH:53][cH:54][cH:55]2)[n:56][n:57]1>>[C:6]([NH:7][CH2:8][CH2:9][CH:10]([CH3:11])[N:12]1[CH2:13][CH2:14][CH:15]([N:18]([c:19]2[cH:20][cH:21][c:22]([O:25][CH3:26])[cH:23][cH:24]2)[CH2:27][c:28]2[n:29][c:30]([C:34]#[N:35])[cH:31][cH:32][cH:33]2)[CH2:16][CH2:17]1)(=[O:36])[c:60]1[c:59]([Cl:58])[n:67][cH:66][cH:65][c:64]1[CH3:68]. The reactants are ClCCCCC(=O)C=1C=CC(=C(C(=O)N)C1)OCC1=CC=CC=C1 (5-(5-chlorovaleryl)-2-benzyloxy-benzamide), C1(=CC=CC=C1)N1CCNCC1 (1-phenylpiperazine), C([O-])([O-])=O.[Na+].[Na+] (sodium carbonate), CS(=O)C (dimethyl sulfoxide). Run in O (water). Run at temperature 90 celsius. Product: C1(=CC=CC=C1)N1CCN(CC1)CCCCC(=O)C=1C=CC(=C(C(=O)N)C1)OCC1=CC=CC=C1 (5-[5-(4-phenyl-1-piperazinyl)valeryl]-2-benzyloxy-benzamide). Isolated yield 84.3%. Reaction SMILES: Cl[CH2:2][CH2:3][CH2:4][CH2:5][C:6]([C:8]1[CH:9]=[CH:10][C:11]([O:17][CH2:18][C:19]2[CH:24]=[CH:23][CH:22]=[CH:21][CH:20]=2)=[C:12]([CH:16]=1)[C:13]([NH2:15])=[O:14])=[O:7].[C:25]1([N:31]2[CH2:36][CH2:35][NH:34][CH2:33][CH2:32]2)[CH:30]=[CH:29][CH:28]=[CH:27][CH:26]=1.C(=O)([O-])[O-].[Na+].[Na+].CS(C)=O>O>[C:25]1([N:31]2[CH2:36][CH2:35][N:34]([CH2:2][CH2:3][CH2:4][CH2:5][C:6]([C:8]3[CH:9]=[CH:10][C:11]([O:17][CH2:18][C:19]4[CH:24]=[CH:23][CH:22]=[CH:21][CH:20]=4)=[C:12]([CH:16]=3)[C:13]([NH2:15])=[O:14])=[O:7])[CH2:33][CH2:32]2)[CH:30]=[CH:29][CH:28]=[CH:27][CH:26]=1 |f:2.3.4|. Procedure details: A mixture of 2 g of 5-(5-chlorovaleryl)-2-benzyloxy-benzamide, 1 g of 1-phenylpiperazine, 0.6 g of sodium carbonate and 10 ml of dimethyl sulfoxide was heated at 90° C. for 6 hours while stirring. After the reaction was finished, water was added to the reaction mixture and the mixture was extracted with ethyl acetate. The extract was washed with water saturated with sodium chloride, dried over anhydrous sodium sulfate and concentrated. The thus produced residue was dissolved in acetone and conce... Starting materials: O=C(n1ccnc1)n1ccnc1, CCCN, CC#N, O=C(O)C1CC(=O)N(Cc2ccccc2)C1. Product: CCCNC(=O)C1CC(=O)N(Cc2ccccc2)C1. As a reaction SMILES: [C:17]([n:18]1[cH:19][cH:20][n:21][cH:22]1)([n:23]1[cH:24][cH:25][n:26][cH:27]1)=[O:28].[CH2:29]([CH2:30][CH3:31])[NH2:32].[CH3:33][C:34]#[N:35].[O:1]=[C:2]1[CH2:3][CH:4]([C:14](=[O:15])[OH:16])[CH2:5][N:6]1[CH2:7][c:8]1[cH:9][cH:10][cH:11][cH:12][cH:13]1>>[O:1]=[C:2]1[CH2:3][CH:4]([C:14](=[O:16])[NH:32][CH2:29][CH2:30][CH3:31])[CH2:5][N:6]1[CH2:7][c:8]1[cH:9][cH:10][cH:11][cH:12][cH:13]1. Reactants: O=C(c1ccccc1)c1cc(Br)ccc1-n1cnnc1CN1C(=O)c2ccccc2C1=O, O=C1CCC(=O)N1Cl, c1ccccc1. Product: O=C(c1ccccc1)c1cc(Br)ccc1-n1c(Cl)nnc1CN1C(=O)c2ccccc2C1=O. Reaction SMILES: [Br:1][c:2]1[cH:3][cH:4][c:5](-[n:16]2[c:17]([CH2:21][N:22]3[C:23](=[O:32])[c:24]4[c:25]([cH:28][cH:29][cH:30][cH:31]4)[C:26]3=[O:27])[n:18][n:19][cH:20]2)[c:6]([C:7](=[O:8])[c:9]2[cH:10][cH:11][cH:12][cH:13][cH:14]2)[cH:15]1.[Cl:33][N:34]1[C:35](=[O:36])[CH2:37][CH2:38][C:39]1=[O:40].[cH:41]1[cH:42][cH:43][cH:44][cH:45][cH:46]1>>[Br:1][c:2]1[cH:3][cH:4][c:5](-[n:16]2[c:17]([CH2:21][N:22]3[C:23](=[O:32])[c:24]4[c:25]([cH:28][cH:29][cH:30][cH:31]4)[C:26]3=[O:27])[n:18][n:19][c:20]2[Cl:33])[c:6]([C:7](=[O:8])[c:9]2[cH:10][cH:11][cH:12][cH:13][cH:14]2)[cH:15]1. Starting materials: CC1=CC=C2C(=CNC2=C1)CN (C-(6-methyl-1H-indol-3-yl)-methylamine), C(C)(=O)OC(C)=O (acetic anhydride), N1=CC=CC=C1 (pyridine). The solvent is ClCCl (dichloromethane). Run at time 20 minute. Product: CC1=CC=C2C(=CNC2=C1)CNC(C)=O (N-(6-methyl-1H-indol-3-ylmethyl)-acetamide). RXN SMILES: [CH3:1][C:2]1[CH:10]=[C:9]2[C:5]([C:6]([CH2:11][NH2:12])=[CH:7][NH:8]2)=[CH:4][CH:3]=1.[C:13](OC(=O)C)(=[O:15])[CH3:14].N1C=CC=CC=1>ClCCl>[CH3:1][C:2]1[CH:10]=[C:9]2[C:5]([C:6]([CH2:11][NH:12][C:13](=[O:15])[CH3:14])=[CH:7][NH:8]2)=[CH:4][CH:3]=1. Procedure details: To a solution of C-(6-methyl-1H-indol-3-yl)-methylamine (0.24 g) in dichloromethane (4 ml) was added acetic anhydride (0.14 ml) and pyridine (0.13 ml) and stirring was continued at 22° C. for 20 min. The mixture was washed with aqueous HCl (1N), the organic layer was dried and evaporated. The residue was chromatographed on silica using dichloromethane/methanol (70:1) to give N-(6-methyl-1H-indol-3-ylmethyl)-acetamide as colorless foam (0.15 g). MS: 203.1 ([M+H]+).